Dataset: the Open Reaction Database (ORD), a public repository of structured organic reaction records. Task: describe an organic reaction: reactants, conditions, products, and yield Reaction SMILES: [CH2:17]([Cl:18])[Cl:19].[CH2:2]([I:3])[I:4].[Cl-:1].[Cl:5][c:6]1[cH:7][cH:8][c:9]([CH:10]=[CH:11][C:12](=[O:13])[OH:14])[cH:15][cH:16]1.[Zn:20]>>[CH2:2]1[CH:10]([c:9]2[cH:8][cH:7][c:6]([Cl:5])[cH:16][cH:15]2)[CH:11]1[C:12](=[O:13])[OH:14]. The product is O=C(O)C1CC1c1ccc(Cl)cc1. The reactants are ClCCl, ICI, [Cl-], O=C(O)C=Cc1ccc(Cl)cc1, [Zn]. Starting materials: C(C)OC(=O)C=1C=NC2=C(C=CC=C2C1Cl)OC (4-Chloro-8-methoxy-quinoline-3-carboxylic acid ethyl ester), C(C1=CC=CO1)N (furfurylamine). Product: C(C)OC(=O)C=1C=NC2=C(C=CC=C2C1NCC1OCCC1)OC (8-methoxy-4-[(tetrahydro-furan-2-ylmethyl)-amino]-quinoline-3-carboxylic acid ethyl ester). RXN SMILES: [CH2:1]([O:3][C:4]([C:6]1[CH:7]=[N:8][C:9]2[C:14]([C:15]=1Cl)=[CH:13][CH:12]=[CH:11][C:10]=2[O:17][CH3:18])=[O:5])[CH3:2].[CH2:19]([NH2:25])[C:20]1[O:24][CH:23]=[CH:22][CH:21]=1>>[CH2:1]([O:3][C:4]([C:6]1[CH:7]=[N:8][C:9]2[C:14]([C:15]=1[NH:25][CH2:19][CH:20]1[CH2:21][CH2:22][CH2:23][O:24]1)=[CH:13][CH:12]=[CH:11][C:10]=2[O:17][CH3:18])=[O:5])[CH3:2]. Reported procedure: 4-Chloro-8-methoxy-quinoline-3-carboxylic acid ethyl ester (300 mg, 1.13 mmol) was treated with furfurylamine following general procedure B to afford 8-methoxy-4-[(tetrahydro-furan-2-ylmethyl)-amino]-quinoline-3-carboxylic acid ethyl ester (280 mg). Thus obtained amino-ester was hydrolyzed to the corresponding acid in quantitative yield using general procedure D and then transformed into the corresponding ethylamide (220 mg) following general procedure E. The above ethylamide (0.67 mmol) was sub... The reactants are BrCC1=CC(=C(OC(C(=O)OC)C2=CC=CC=C2)C=C1)CCC (Methyl 2-(4-bromomethyl-2-propylphenoxy)-2-phenylacetate), [N-]=[N+]=[N-].[Li+] (lithium azide). Run in CS(=O)C (DMSO). Reaction conditions: time 4.5 hour. Yields the product N(=[N+]=[N-])CC1=CC(=C(OC(C(=O)OC)C2=CC=CC=C2)C=C1)CCC (Methyl 2-(4-azidomethyl-2-propylphenoxy)-2-phenylacetate). Yield: 81.0%. RXN SMILES: Br[CH2:2][C:3]1[CH:20]=[CH:19][C:6]([O:7][CH:8]([C:13]2[CH:18]=[CH:17][CH:16]=[CH:15][CH:14]=2)[C:9]([O:11][CH3:12])=[O:10])=[C:5]([CH2:21][CH2:22][CH3:23])[CH:4]=1.[N-:24]=[N+:25]=[N-:26].[Li+]>CS(C)=O>[N:24]([CH2:2][C:3]1[CH:20]=[CH:19][C:6]([O:7][CH:8]([C:13]2[CH:18]=[CH:17][CH:16]=[CH:15][CH:14]=2)[C:9]([O:11][CH3:12])=[O:10])=[C:5]([CH2:21][CH2:22][CH3:23])[CH:4]=1)=[N+:25]=[N-:26] |f:1.2|. Procedure details: To a solution of 45 mg (0.12 mmol) of the product from Step H in 0.37 ml of dry DMSO was added 7.3 mg (0.15 mmol) of lithium azide. The solution was stirred at room temperature under N2 for 4.5 hours. After flash chromatography on silica gel (elution with 10:1 hexane-EtOAc), 33 mg (83%) of the title compound was obtained as a gum; satisfactory purity by TLC in 4:1 hexane-EtOAc. As a reaction SMILES: [CH2:1]([C:3]1[CH:4]=[CH:5][C:6](N)=[C:7]([CH2:9][C:10]([OH:12])=[O:11])[CH:8]=1)[CH3:2].N([O-])=O.[Na+].[I-:18].[K+]>O.Cl>[CH2:1]([C:3]1[CH:4]=[CH:5][C:6]([I:18])=[C:7]([CH2:9][C:10]([OH:12])=[O:11])[CH:8]=1)[CH3:2] |f:1.2,3.4|. Reactants: C(C)C=1C=CC(=C(C1)CC(=O)O)N (5-Ethyl-2-aminophenylacetic acid), N(=O)[O-].[Na+] (sodium nitrite), [I-].[K+] (potassium iodide). The product is C(C)C=1C=CC(=C(C1)CC(=O)O)I (5-ethyl-2-iodophenylacetic acid). Procedure details: A mixture of water (405 ml) and concentrated HCl (48 ml) is stirred and cooled to 0°. 5-Ethyl-2-aminophenylacetic acid (53.7 g, 300 mmol) is slowly added while maintaining the temperature at 0-2°. After this addition a solution of sodium nitrite (22.2 g, 322 mmol) in 60 ml water is added dropwise over 30 minutes keeping the temperature at 0-2°. After a further 20 minutes a solution of potassium iodide (48 g, 290 mmol) in 18 ml conc HCl and 130 ml water is added dropwise while keeping the tempera... The solvent is Cl (HCl), O (water), O (water), Cl (HCl), O (water). The reactants are C1=CC=C(C=C1)OC2=CC=C(C=C2)C(=O)/C=C/C3=CC=CO3 (3-furan-2-yl-1-(4-phenoxy-phenyl)-propenone), Cl.NO (hydroxylamine hydrochloride), [OH-].[Na+] (sodium hydroxide). Product: O1C(=CC=C1)C1=CC(=NO1)C1=CC=C(C=C1)OC1=CC=CC=C1 (5-Furan-2-yl-3-(4-phenoxy-phenyl)-isoxazole). As a reaction SMILES: [CH:1]1[CH:6]=[CH:5][C:4]([O:7][C:8]2[CH:13]=[CH:12][C:11]([C:14](/[CH:16]=[CH:17]/[C:18]3[O:22][CH:21]=[CH:20][CH:19]=3)=O)=[CH:10][CH:9]=2)=[CH:3][CH:2]=1.Cl.[NH2:24][OH:25].[OH-].[Na+]>>[O:22]1[CH:21]=[CH:20][CH:19]=[C:18]1[C:17]1[O:25][N:24]=[C:14]([C:11]2[CH:12]=[CH:13][C:8]([O:7][C:4]3[CH:5]=[CH:6][CH:1]=[CH:2][CH:3]=3)=[CH:9][CH:10]=2)[CH:16]=1 |f:1.2,3.4|. Reported procedure: To a mixture of 3-furan-2-yl-1-(4-phenoxy-phenyl)-propenone (0.4 g, 1.4 mmol) and hydroxylamine hydrochloride (0.14 g, 2.1 mmol), was added sodium hydroxide (0.11 g, 2.8 mmol). The reaction mixture was heated to reflux for 3 days. The mixture was then concentrated, and neutralized with diluted HCl. Ethyl acetate and water were added. The organic layer was separated and dried over sodium sulfate. The solvent was removed and the residue was purified by column chromatography (silica, eluted with 20... The reactants are CC=1C=CC(=CC1)S(=O)(=O)O (TsOH), O.C1(=CC=C(C=C1)S(=O)(=O)O)C (p-toluenesulfonic acid hydrate). Product: C1CCOC1.O1CCCC1 (THF tetrahydrofuran). Reaction SMILES: [CH3:1][C:2]1C=CC(S(O)(=O)=[O:9])=[CH:6][CH:7]=1.O.[C:13]1(C)C=C[C:16](S(O)(=O)=[O:20])=[CH:15][CH:14]=1>>[CH2:7]1[CH2:6][O:20][CH2:1][CH2:2]1.[O:9]1[CH2:16][CH2:15][CH2:14][CH2:13]1 |f:1.2,3.4|. Procedure: TsOH*H2O 4-methylbenzenesulfonic acid hydrate, p-toluenesulfonic acid hydrate Starting materials: COC=1C=C(C=NC1)C=O (5-methoxypyridine-3-carbaldehyde), O (water), [H-].[Na+] (sodium hydride), C(C)OP(=O)(OCC)CC(=O)OC (methyl (diethoxyphosphoryl)acetate). Run in C1CCOC1 (THF), C1CCOC1 (THF), C1CCOC1 (THF). Conditions: temperature 0 celsius. Product: COC=1C=C(C=NC1)/C=C/C(=O)OC (methyl (2E)-3-(5-methoxypyridin-3-yl)prop-2-enoate). Yield: 13.9%. RXN SMILES: [H-].[Na+].C(OP([CH2:11][C:12]([O:14][CH3:15])=[O:13])(OCC)=O)C.[CH3:16][O:17][C:18]1[CH:19]=[C:20]([CH:24]=O)[CH:21]=[N:22][CH:23]=1.O>C1COCC1>[CH3:16][O:17][C:18]1[CH:19]=[C:20](/[CH:24]=[CH:11]/[C:12]([O:14][CH3:15])=[O:13])[CH:21]=[N:22][CH:23]=1 |f:0.1|. Reported procedure: To a suspension of 3.12 g (78.1 mmol) of sodium hydride (60% in oil) in 30 mL of anhydrous THF is added, over 45 minutes, under argon and at 0° C., 16.4 g (78.1 mmol) of methyl (diethoxyphosphoryl)acetate in 10 mL of THF. Stirring is maintained for 30 minutes at 0° C. and 5.1 g (37.2 mmol) of 5-methoxypyridine-3-carbaldehyde in 20 mL of anhydrous THF are then added dropwise at 0° C. After cooling to room temperature, the reaction mixture is treated with 150 mL of water and then extracted with Et...